Task: describe an organic reaction: reactants, conditions, products, and yield. Dataset: the Open Reaction Database (ORD), a public repository of structured organic reaction records Reactants: C(C)OC(CC1=CC(=C(C=C1)OC)OC1=C(C=C(C=C1)N)CN1C(OCC1)=O)=O ({3-[4-amino-2-(2-oxo-oxazolidin-3-ylmethyl)-phenoxy]-4-methoxy-phenyl}-acetic acid ethyl ester), C(C(C)C)(=O)Cl (isobutyryl chloride). Product: C(C)OC(CC1=CC(=C(C=C1)OC)OC1=C(C=C(C=C1)NC(C(C)C)=O)CN1C(OCC1)=O)=O ({3-[4-Isobutyrylamino-2-(2-oxo-oxazolidin-3-ylmethyl)-phenoxy]-4-methoxy-phenyl}-acetic acid ethyl ester). Reaction SMILES: [CH2:1]([O:3][C:4](=[O:29])[CH2:5][C:6]1[CH:11]=[CH:10][C:9]([O:12][CH3:13])=[C:8]([O:14][C:15]2[CH:20]=[CH:19][C:18]([NH2:21])=[CH:17][C:16]=2[CH2:22][N:23]2[CH2:27][CH2:26][O:25][C:24]2=[O:28])[CH:7]=1)[CH3:2].[C:30](Cl)(=[O:34])[CH:31]([CH3:33])[CH3:32]>>[CH2:1]([O:3][C:4](=[O:29])[CH2:5][C:6]1[CH:11]=[CH:10][C:9]([O:12][CH3:13])=[C:8]([O:14][C:15]2[CH:20]=[CH:19][C:18]([NH:21][C:30](=[O:34])[CH:31]([CH3:33])[CH3:32])=[CH:17][C:16]=2[CH2:22][N:23]2[CH2:27][CH2:26][O:25][C:24]2=[O:28])[CH:7]=1)[CH3:2]. Procedure details: Prepared according to the procedure described in Example 100, Step 1, using the following starting materials: {3-[4-amino-2-(2-oxo-oxazolidin-3-ylmethyl)-phenoxy]-4-methoxy-phenyl}-acetic acid ethyl ester and isobutyryl chloride.